From a dataset of the Open Reaction Database (ORD), a public repository of structured organic reaction records. describe an organic reaction: reactants, conditions, products, and yield The reactants are FC1=CC=C(C=C1)CC1=CN=C2C(=C(C(N(C2=C1)CCCN(C(=O)OCC1=CC=CC=C1)C)=O)C(=O)OCC)O (ethyl 7-[(4-fluorophenyl)methyl]-4-hydroxy-1-[3-(methyl{[(phenylmethyl)oxy]carbonyl}amino)propyl]-2-oxo-1,2-dihydro-1,5-naphthyridine-3-carboxylate), NCCO (2-aminoethanol), NCCO (2-aminoethanol). The solvent is CCO (EtOH). Conditions: temperature 125 celsius. The product is FC1=CC=C(C=C1)CC1=CN=C2C(=C(C(N(C2=C1)CCCN(C(OCC1=CC=CC=C1)=O)C)=O)C(=O)NCCO)O (Phenylmethyl {3-[7-[(4-fluorophenyl)methyl]-4-hydroxy-3-{[(2-hydroxyethyl)amino]carbonyl}-2-oxo-1,5-naphthyridine-1(2H)-yl]propyl}methylcarbamate). As a reaction SMILES: [F:1][C:2]1[CH:7]=[CH:6][C:5]([CH2:8][C:9]2[CH:18]=[C:17]3[C:12]([C:13]([OH:40])=[C:14]([C:35](OCC)=[O:36])[C:15](=[O:34])[N:16]3[CH2:19][CH2:20][CH2:21][N:22]([CH3:33])[C:23]([O:25][CH2:26][C:27]3[CH:32]=[CH:31][CH:30]=[CH:29][CH:28]=3)=[O:24])=[N:11][CH:10]=2)=[CH:4][CH:3]=1.[NH2:41][CH2:42][CH2:43][OH:44]>CCO>[F:1][C:2]1[CH:7]=[CH:6][C:5]([CH2:8][C:9]2[CH:18]=[C:17]3[C:12]([C:13]([OH:40])=[C:14]([C:35]([NH:41][CH2:42][CH2:43][OH:44])=[O:36])[C:15](=[O:34])[N:16]3[CH2:19][CH2:20][CH2:21][N:22]([CH3:33])[C:23](=[O:24])[O:25][CH2:26][C:27]3[CH:28]=[CH:29][CH:30]=[CH:31][CH:32]=3)=[N:11][CH:10]=2)=[CH:4][CH:3]=1. Procedure details: A mixture of ethyl 7-[(4-fluorophenyl)methyl]-4-hydroxy-1-[3-(methyl{[(phenylmethyl)oxy]carbonyl}amino)propyl]-2-oxo-1,2-dihydro-1,5-naphthyridine-3-carboxylate (20 mg, 0.036 mmol) and 2-aminoethanol (13 μL, 0.22 mmol) were combined in EtOH (2 mL) and heated for 15 min. at 125° C. in a microwave vessel. Additional 2-aminoethanol (50 μL, 0.84 mmol) was added and the reaction was heated at 150° C. for 20 min. The mixture was evaporated in vacuo and partitioned between CH2Cl2 and 1N NaHSO4. After s... Reactants: C(C1=CC=CC=C1)[C@H]1NCC[C@@H](C1)N(C(C(F)(F)F)=O)CC1=CC=NC2=CC=CC=C12 ((2R*,4S*)-2-benzyl-N-(4-quinolylmethyl)-N-trifluoroacetyl-4-piperidinamine), Cl.N1=CC=C(C=C1)CC(=O)O (4-pyridylacetic acid hydrochloride), O=C1OCCN1P(=O)(N1C(OCC1)=O)Cl (bis-(2-oxo-3-oxazolidinyl)phosphinic chloride). Product: C(C1=CC=CC=C1)[C@H]1N(CC[C@@H](C1)N(C(C(F)(F)F)=O)CC1=CC=NC2=CC=CC=C12)C(CC1=CC=NC=C1)=O ((2R*,4S*)-2-Benzyl-1-(4-pyridylacetyl)-N-(4-quinolylmethyl)-N-trifluoroacetyl-4-piperidinamine). RXN SMILES: [CH2:1]([C@@H:8]1[CH2:13][C@@H:12]([N:14]([CH2:21][C:22]2[C:31]3[C:26](=[CH:27][CH:28]=[CH:29][CH:30]=3)[N:25]=[CH:24][CH:23]=2)[C:15](=[O:20])[C:16]([F:19])([F:18])[F:17])[CH2:11][CH2:10][NH:9]1)[C:2]1[CH:7]=[CH:6][CH:5]=[CH:4][CH:3]=1.Cl.[N:33]1[CH:38]=[CH:37][C:36]([CH2:39][C:40](O)=[O:41])=[CH:35][CH:34]=1.O=C1N(P(Cl)(N2CCOC2=O)=O)CCO1>>[CH2:1]([C@@H:8]1[CH2:13][C@@H:12]([N:14]([CH2:21][C:22]2[C:31]3[C:26](=[CH:27][CH:28]=[CH:29][CH:30]=3)[N:25]=[CH:24][CH:23]=2)[C:15](=[O:20])[C:16]([F:18])([F:19])[F:17])[CH2:11][CH2:10][N:9]1[C:40](=[O:41])[CH2:39][C:36]1[CH:37]=[CH:38][N:33]=[CH:34][CH:35]=1)[C:2]1[CH:3]=[CH:4][CH:5]=[CH:6][CH:7]=1 |f:1.2|. Reported procedure: 200 mg (0.468 mmol) of (2R*,4S*)-2-benzyl-N-(4-quinolylmethyl)-N-trifluoroacetyl-4-piperidinamine are reacted in analogy to Example 4 with 98 mg (0.561 mmol) of 4-pyridylacetic acid hydrochloride, 143 mg (0.562 mmol) of bis-(2-oxo-3-oxazolidinyl)phosphinic chloride and 209 μl (1.50 mmol) of triethylaniine. The title compound is obtained as white foam. TLC: methylene chloride/methanol/conc. ammonia (700:50:1) Rf =0.56, FD-MS: M+ =546.